This data is from the Open Reaction Database (ORD), a public repository of structured organic reaction records. The task is: describe an organic reaction: reactants, conditions, products, and yield Reactants: BrC=1C=C2C(=C(C=NC2=CC1)C(C)=O)NC=1C=NC(=CC1)NCCN(C)C (1-(6-bromo-4-(6-(2-(dimethylamino)ethylamino)pyridine-3-ylamino)quinolin-3-yl)ethanone), ClC1=C(C(=CC(=C1)B1OC(C(O1)(C)C)(C)C)Cl)O (2,6-dichloro-4-(4,4,5,5-tetramethyl-1,3,2-dioxaborolan-2-yl)phenol). Yields the product ClC=1C=C(C=C(C1O)Cl)C=1C=C2C(=C(C=NC2=CC1)C(C)=O)NC=1C=NC(=CC1)NCCN(C)C (1-(6-(3,5-dichloro-4-hydroxyphenyl)-4-(6-(2-(dimethylamino)ethylamino)pyridin-3-ylamino)quinolin-3-yl)ethanone). The yield is 33.2%. RXN SMILES: Br[C:2]1[CH:3]=[C:4]2[C:9](=[CH:10][CH:11]=1)[N:8]=[CH:7][C:6]([C:12](=[O:14])[CH3:13])=[C:5]2[NH:15][C:16]1[CH:17]=[N:18][C:19]([NH:22][CH2:23][CH2:24][N:25]([CH3:27])[CH3:26])=[CH:20][CH:21]=1.[Cl:28][C:29]1[CH:34]=[C:33](B2OC(C)(C)C(C)(C)O2)[CH:32]=[C:31]([Cl:44])[C:30]=1[OH:45]>>[Cl:28][C:29]1[CH:34]=[C:33]([C:2]2[CH:3]=[C:4]3[C:9](=[CH:10][CH:11]=2)[N:8]=[CH:7][C:6]([C:12](=[O:14])[CH3:13])=[C:5]3[NH:15][C:16]2[CH:17]=[N:18][C:19]([NH:22][CH2:23][CH2:24][N:25]([CH3:27])[CH3:26])=[CH:20][CH:21]=2)[CH:32]=[C:31]([Cl:44])[C:30]=1[OH:45]. Reported procedure: Following general procedure D, 1-(6-bromo-4-(6-(2-(dimethylamino)ethylamino)pyridine-3-ylamino)quinolin-3-yl)ethanone (100 mg, 0.23 mmol) was reacted with 2,6-dichloro-4-(4,4,5,5-tetramethyl-1,3,2-dioxaborolan-2-yl)phenol (101 mg, 0.35 mmol) to afford the desired product (39 mg, 33%) as a yellow solid: 1H NMR (500 MHz, CD3OD+TFA-d) δ 9.28 (s, 1H), 8.26-8.17 (m, 2H), 8.04-7.99 (m, 2H), 7.67 (dd, J=9.0, 2.7 Hz, 1H), 7.28 (s, 2H), 6.93 (d, J=9.0 Hz, 1H), 3.86-3.82 (m, 2H), 3.44-3.36 (m, 2H), 2.96 (... Starting materials: FC(/C(=N/C1=NC=CC=C1)/Cl)(F)F ((Z)-2,2,2-trifluoro-N-(pyridin-2-yl)acetimidoyl chloride), FF (Fluorine), [N+](#[C-])CC(=O)OCC (ethyl isocyanoacetate), [H-].[Na+] (NaH). The solvent is C1CCOC1 (THF), C1CCOC1 (THF). Run at time 5 minute. The product is imine (Z)-2,2,2-trifluoro-N-(pyridin-2-yl)acetimidoyl chloride, N1=C(C=CC=C1)N1C=NC(=C1C(F)(F)F)C(=O)OCC (ethyl 1-(pyridin-2-yl)-5-(trifluoromethyl)-1H-imidazole-4-carboxylate). The yield is 89.8%. Reaction SMILES: FF.[N+:3]([CH2:5][C:6]([O:8][CH2:9][CH3:10])=[O:7])#[C-:4].[H-].[Na+].[F:13][C:14]([F:25])([F:24])/[C:15](/Cl)=[N:16]/[C:17]1[CH:22]=[CH:21][CH:20]=[CH:19][N:18]=1>C1COCC1>[N:18]1[CH:19]=[CH:20][CH:21]=[CH:22][C:17]=1[N:16]1[C:15]([C:14]([F:13])([F:24])[F:25])=[C:5]([C:6]([O:8][CH2:9][CH3:10])=[O:7])[N:3]=[CH:4]1 |f:2.3|. Reported procedure: The synthetic intermediate imine (Z)-2,2,2-trifluoro-N-(pyridin-2-yl)acetimidoyl chloride was prepared as described in Huang et al., J. Fluorine Chem., 74:279-282 (1995) and used without distillation. To ethyl isocyanoacetate (0.543 g, 4.8 mmol) in dry THF (50 mL) was added NaH (192 mg, 4 8 mmol, 60% dispersed in oil) at 0° C. and after 5 minutes, (Z)-2,2,2-trifluoro-N-(pyridin-2-yl)acetimidoyl chloride (1.0 g, 4.8 mmol) in 50 mL THF. The reaction mixture was allowed to warm to room temperature ...